From a dataset of the Open Reaction Database (ORD), a public repository of structured organic reaction records. describe an organic reaction: reactants, conditions, products, and yield Reaction SMILES: [CH3:25][CH2:26][OH:27].[N+:1](=[O:2])([O-:3])[c:4]1[c:5]([C:6](=[O:7])[O:8][CH3:9])[cH:10][cH:11][cH:12][c:13]1[CH2:14][P:15](=[O:16])([O:17][CH2:18][CH3:19])[O:20][CH2:21][CH3:22].[Na+:24].[OH-:23]>>[N+:1](=[O:2])([O-:3])[c:4]1[c:5]([C:6](=[O:7])[OH:8])[cH:10][cH:11][cH:12][c:13]1[CH2:14][P:15](=[O:16])([O:17][CH2:18][CH3:19])[O:20][CH2:21][CH3:22]. The reactants are CCO, CCOP(=O)(Cc1cccc(C(=O)OC)c1[N+](=O)[O-])OCC, [Na+], [OH-]. Yields the product CCOP(=O)(Cc1cccc(C(=O)O)c1[N+](=O)[O-])OCC. Reactants: C(C)OCC (diethyl ether), CC=1C(=NC=NC1OC1=CC=C(C=C1)C1COS(OC1)=O)OC1CCN(CC1)C(=O)OCC(C)C (iso-butyl 4-((5-methyl-6-(4-(2-oxido-1,3,2-dioxathian-5-yl)phenoxy)pyrimidin-4-yl)oxy)piperidine-1-carboxylate), NaIO4, RuCl3.3H2O. Solvent: O (water), C(C)#N (acetonitrile), O (water). Reaction conditions: temperature 30 celsius, time 30 minute. Yields the product O=S1(OCC(CO1)C1=CC=C(OC2=C(C(=NC=N2)OC2CCN(CC2)C(=O)OCC(C)C)C)C=C1)=O (Iso-butyl 4-((6-(4-(2,2-dioxido-1,3,2-dioxathian-5-yl)phenoxy)-5-methylpyrimidin-4-yl)oxy)piperidine-1-carboxylate). RXN SMILES: [CH3:1][C:2]1[C:3]([O:22][CH:23]2[CH2:28][CH2:27][N:26]([C:29]([O:31][CH2:32][CH:33]([CH3:35])[CH3:34])=[O:30])[CH2:25][CH2:24]2)=[N:4][CH:5]=[N:6][C:7]=1[O:8][C:9]1[CH:14]=[CH:13][C:12]([CH:15]2[CH2:20][O:19][S:18](=[O:21])[O:17][CH2:16]2)=[CH:11][CH:10]=1.C([O:38]CC)C>C(#N)C.O>[O:21]=[S:18]1(=[O:38])[O:19][CH2:20][CH:15]([C:12]2[CH:13]=[CH:14][C:9]([O:8][C:7]3[N:6]=[CH:5][N:4]=[C:3]([O:22][CH:23]4[CH2:24][CH2:25][N:26]([C:29]([O:31][CH2:32][CH:33]([CH3:35])[CH3:34])=[O:30])[CH2:27][CH2:28]4)[C:2]=3[CH3:1])=[CH:10][CH:11]=2)[CH2:16][O:17]1. Reported procedure: To a solution of iso-butyl 4-((5-methyl-6-(4-(2-oxido-1,3,2-dioxathian-5-yl)phenoxy)pyrimidin-4-yl)oxy)piperidine-1-carboxylate (100 mg, 0.000198 mole) in acetonitrile (1.2 mL) were added NaIO4 (59 mg, 0.000277 mole) and RuCl3.3H2O (0.5 mg, 0.0000198 mole) in 0.2 mL water. After stirring the suspension at 30° C. for 30 minutes, 0.8 mL water and 1.2 mL diethyl ether were added. The layers were separated, and the aqueous layer was extracted with diethyl ether. The combined ether layer was dried ov... Reaction SMILES: Cl[C:2]1[C:11]([N+:12]([O-:14])=[O:13])=[CH:10][C:9]2[C:4](=[CH:5][CH:6]=[C:7]([Cl:15])[CH:8]=2)[N:3]=1.[OH:16][C:17]1[CH:30]=[CH:29][C:20]([O:21][CH:22]([CH3:28])[C:23]([O:25][CH2:26][CH3:27])=[O:24])=[CH:19][CH:18]=1.N1C2C(=CC=CC=2)C=CC=1>>[Cl:15][C:7]1[CH:8]=[C:9]2[C:4](=[CH:5][CH:6]=1)[N:3]=[C:2]([O:16][C:17]1[CH:18]=[CH:19][C:20]([O:21][CH:22]([CH3:28])[C:23]([O:25][CH2:26][CH3:27])=[O:24])=[CH:29][CH:30]=1)[C:11]([N+:12]([O-:14])=[O:13])=[CH:10]2. Yields the product ClC=1C=C2C=C(C(=NC2=CC1)OC1=CC=C(OC(C(=O)OCC)C)C=C1)[N+](=O)[O-] (Ethyl 2-[4-(6-chloro-3-nitroquinolin-2-yloxy)phenoxy]propionate). Procedure: Ethyl 2-[4-(6-chloro-3-nitroquinolin-2-yloxy)phenoxy]propionate was prepared from 2,6-dichloro-3-nitroquinoline and ethyl 2-(4-hydroxyphenoxy)-propionate following essentially the same procedure as that described in Example 1. Proton magnetic resonance spectrum (CDCl3, δ in ppm): 8.6 (1H, s, C4 quinoline proton); 7.8-7.6 (3H, m, quinoline protons); 7.0 (4H, d of d, phenyl protons); 4.6 (1H, q, CHCH3); 4.2 (2H, q, OCH2CH3); 1.6 (3H, d, CHCH3); 1.2 (3H, t, OCH2CH3). Reactants: N1=CC=CC2=CC=CC=C12 (quinoline), ClC1=NC2=CC=C(C=C2C=C1[N+](=O)[O-])Cl (2,6-dichloro-3-nitroquinoline), OC1=CC=C(OC(C(=O)OCC)C)C=C1 (ethyl 2-(4-hydroxyphenoxy)-propionate), N1=CC=CC2=CC=CC=C12 (quinoline), C4.